From a dataset of the Open Reaction Database (ORD), a public repository of structured organic reaction records. describe an organic reaction: reactants, conditions, products, and yield Starting materials: C(C)(C)(C)OC(=O)N[C@H](C[C@H](C(=O)OC(C)(C)C)CC1=CC=C(C=C1)O)C(=O)OC(C)(C)C (di-tert-butyl (4R)—N-(tert-butoxycarbonyl)-4-(4-hydroxybenzyl)-D-glutamate), C([O-])([O-])=O.[K+].[K+] (potassium carbonate), ICCF (1-iodo-2-fluoroethane). The solvent is CN(C=O)C (N,N-dimethylformamide). Conditions: temperature 100 celsius. Product: C(C)(C)(C)OC(=O)N[C@H](C[C@H](C(=O)OC(C)(C)C)CC1=CC=C(C=C1)OCCF)C(=O)OC(C)(C)C (Di-tert-butyl (4R)—N-(tert-butoxycarbonyl)-4-[4-(2-fluoroethoxy)benzyl]-D-glutamate), crude product. Yield: 39.1%. RXN SMILES: [C:1]([O:5][C:6]([NH:8][C@@H:9]([C:27]([O:29][C:30]([CH3:33])([CH3:32])[CH3:31])=[O:28])[CH2:10][C@@H:11]([CH2:19][C:20]1[CH:25]=[CH:24][C:23]([OH:26])=[CH:22][CH:21]=1)[C:12]([O:14][C:15]([CH3:18])([CH3:17])[CH3:16])=[O:13])=[O:7])([CH3:4])([CH3:3])[CH3:2].C(=O)([O-])[O-].[K+].[K+].I[CH2:41][CH2:42][F:43]>CN(C)C=O>[C:1]([O:5][C:6]([NH:8][C@@H:9]([C:27]([O:29][C:30]([CH3:33])([CH3:32])[CH3:31])=[O:28])[CH2:10][C@@H:11]([CH2:19][C:20]1[CH:25]=[CH:24][C:23]([O:26][CH2:41][CH2:42][F:43])=[CH:22][CH:21]=1)[C:12]([O:14][C:15]([CH3:16])([CH3:18])[CH3:17])=[O:13])=[O:7])([CH3:2])([CH3:3])[CH3:4] |f:1.2.3|. Reported procedure: To 93 mg (0.2 mmol) of di-tert-butyl (4R)—N-(tert-butoxycarbonyl)-4-(4-hydroxybenzyl)-D-glutamate in 4 mL N,N-dimethylformamide were added 56 mg (0.4 mmol) of powdered potassium carbonate and 69.6 mg (0.40 mmol) of 1-iodo-2-fluoroethane and the resulting suspension was heated for 1 h at 100° C. in a microwave oven. The reaction mixture was then filtered, the solvent evaporated and the residue was taken up in ethyl acetate and water. The organic phase was separated off, washed with water until ne... The reactants are ClC=1C=C(C=CC1)C1C=2C(CCCC2NC=2CCCC(C12)=O)=O (9-(3-chlorophenyl)-3,4,6,7,9,10-hexahydro-1,8(2H,5H)-acridinedione), C(C)O (ethanol), [BH4-].[Na+] (sodium borohydride). Solvent: N1=CC=CC=C1 (pyridine). Yields the product ClC=1C=C(C=CC1)C1C=2CCCCC2NC=2CCCC(C12)=O (9-(3-Chlorophenyl)-3,4,5,6,7,8,9,10-octahydro-1(2H)-acridinone). Isolated yield 104.5%. As a reaction SMILES: [Cl:1][C:2]1[CH:3]=[C:4]([CH:8]2[C:21]3[C:20](=O)[CH2:19][CH2:18][CH2:17][C:16]=3[NH:15][C:14]3[CH2:13][CH2:12][CH2:11][C:10](=[O:23])[C:9]2=3)[CH:5]=[CH:6][CH:7]=1.C(O)C.[BH4-].[Na+]>N1C=CC=CC=1>[Cl:1][C:2]1[CH:3]=[C:4]([CH:8]2[C:9]3[C:10](=[O:23])[CH2:11][CH2:12][CH2:13][C:14]=3[NH:15][C:16]3[CH2:17][CH2:18][CH2:19][CH2:20][C:21]2=3)[CH:5]=[CH:6][CH:7]=1 |f:2.3|. Reported procedure: To a stirred 70° C. mixture of 9-(3-chlorophenyl)-3,4,6,7,9,10-hexahydro-1,8(2H,5H)-acridinedione (5.0 g), ethanol (120 mL) and pyridine (40 mL) was added sodium borohydride (7.5 g) in two portions over six hours. The solvent was removed; the resulting yellow solid washed well with water and dried in vacuo to provide the title compound (5.0 g) as a yellow solid. Recrystallization from ethanol returned analytically pure material, mp 249°-250° C.; NMR: 1.41-1.51 (m,3, CH2), 1.60-1.88 (m,5, CH2), 2... Starting materials: CC(C)(C)c1cc2ncc(Br)cn2n1, C#C[Si](C)(C)C. Product: CC(C)(C)c1cc2ncc(C#C[Si](C)(C)C)cn2n1. RXN SMILES: [Br:1][c:2]1[cH:3][n:4][c:5]2[n:6]([cH:7]1)[n:8][c:9]([C:11]([CH3:12])([CH3:13])[CH3:14])[cH:10]2.[CH3:15][Si:16]([CH3:17])([CH3:18])[C:19]#[CH:20]>>[c:2]1([C:20]#[C:19][Si:16]([CH3:15])([CH3:17])[CH3:18])[cH:3][n:4][c:5]2[n:6]([cH:7]1)[n:8][c:9]([C:11]([CH3:12])([CH3:13])[CH3:14])[cH:10]2. The reactants are CCCCCCCCC#CCOC1CCCCO1, CO, Cc1ccc(S(=O)(=O)O)cc1. The product is CCCCCCCCC#CCO. RXN SMILES: [CH2:1]([C:2]#[C:3][CH2:4][CH2:5][CH2:6][CH2:7][CH2:8][CH2:9][CH2:10][CH3:11])[O:12][CH:13]1[CH2:14][CH2:15][CH2:16][CH2:17][O:18]1.[CH3:30][OH:31].[c:19]1([CH3:20])[cH:21][cH:22][c:23]([S:24]([OH:25])(=[O:26])=[O:27])[cH:28][cH:29]1>>[CH2:1]([C:2]#[C:3][CH2:4][CH2:5][CH2:6][CH2:7][CH2:8][CH2:9][CH2:10][CH3:11])[OH:12]. The reactants are CCO, Fc1ccc(C2=CCC3(CC2)OCCO3)cc1, O=[Pt]. The product is Fc1ccc(C2CCC3(CC2)OCCO3)cc1. As a reaction SMILES: [CH3:18][CH2:19][OH:20].[F:1][c:2]1[cH:3][cH:4][c:5]([C:8]2=[CH:9][CH2:10][C:11]3([O:12][CH2:13][CH2:14][O:15]3)[CH2:16][CH2:17]2)[cH:6][cH:7]1.[Pt:21]=[O:22]>>[F:1][c:2]1[cH:3][cH:4][c:5]([CH:8]2[CH2:9][CH2:10][C:11]3([O:12][CH2:13][CH2:14][O:15]3)[CH2:16][CH2:17]2)[cH:6][cH:7]1. Starting materials: C(#N)C(=CNC(N1C(NCC1)=O)=N)C(N(C1=CC(=CC=C1)C(F)(F)F)CCCC)=O (1-cyano-1-[N-butyl-N-(3-trifluoromethylphenyl)carbamoyl]-2-[imino(2-oxo-1-imidazolidinyl)methylamino]ethene), O.C1(=CC=C(C=C1)S(=O)(=O)O)C (p-toluenesulfonic acid monohydrate), C(C)(=O)O (acetic acid). Run at time 2.5 hour. Yields the product C(C(C)C)N(C(=O)C=1C(=NC(=NC1)N1C(NC(C1)C=C)=O)N)C1=CC(=CC=C1)C(F)(F)F (4-amino-2-(4-vinyl-2-oxo-1-imidazolidinyl)pyrimidine-5-carboxylic acid N-isobutyl-N-(3-trifluoromethylphenyl)amide). Yield: 53.2%. As a reaction SMILES: [C:1]([C:3]([C:14](=[O:30])[N:15]([CH2:26][CH2:27][CH2:28]C)[C:16]1[CH:21]=[CH:20][CH:19]=[C:18]([C:22]([F:25])([F:24])[F:23])[CH:17]=1)=[CH:4][NH:5][C:6](=[NH:13])[N:7]1[CH2:11][CH2:10][NH:9][C:8]1=[O:12])#[N:2].O.[C:32]1(C)C=CC(S(O)(=O)=O)=C[CH:33]=1.[C:43](O)(=O)C>>[CH2:26]([N:15]([C:16]1[CH:21]=[CH:20][CH:19]=[C:18]([C:22]([F:23])([F:25])[F:24])[CH:17]=1)[C:14]([C:3]1[C:1]([NH2:2])=[N:13][C:6]([N:7]2[CH2:11][CH:10]([CH:32]=[CH2:33])[NH:9][C:8]2=[O:12])=[N:5][CH:4]=1)=[O:30])[CH:27]([CH3:43])[CH3:28] |f:1.2|. Reported procedure: A mixture of 3.14 g (7 mmol) of a compound II (R1 =CH=CH2 ; R2, R3, R5, R6 =H; R4 =CH2CH(CH3)2), 5 ml of glacial acetic acid and 1.05 g (5.5 mmol) of p-toluenesulfonic acid monohydrate was stirred at 67°-69° for 2.5 hours and then worked up as in Example 5. 1.67 g (53.2% yield) of TLC-pure 4-amino-2-(4-vinyl-2-oxo-1-imidazolidinyl)pyrimidine-5-carboxylic acid N-isobutyl-N-(3-trifluoromethylphenyl)amide were obtained, melting point 85°-186°.